Dataset: the Open Reaction Database (ORD), a public repository of structured organic reaction records. Task: describe an organic reaction: reactants, conditions, products, and yield Starting materials: C#Cc1cccc(C=O)c1, FC(F)(F)c1nnc2ccc(N3CCNCC3)nn12. The product is C#Cc1cccc(CN2CCN(c3ccc4nnc(C(F)(F)F)n4n3)CC2)c1. RXN SMILES: [C:20](#[CH:21])[c:22]1[cH:23][c:24]([CH:25]=[O:26])[cH:27][cH:28][cH:29]1.[N:1]1([c:7]2[cH:8][cH:9][c:10]3[n:11]([n:12]2)[c:13]([C:16]([F:17])([F:18])[F:19])[n:14][n:15]3)[CH2:2][CH2:3][NH:4][CH2:5][CH2:6]1>>[N:1]1([c:7]2[cH:8][cH:9][c:10]3[n:11]([n:12]2)[c:13]([C:16]([F:17])([F:18])[F:19])[n:14][n:15]3)[CH2:2][CH2:3][N:4]([CH2:25][c:24]2[cH:23][c:22]([C:20]#[CH:21])[cH:29][cH:28][cH:27]2)[CH2:5][CH2:6]1. The reactants are COC1=CC=C(C=C1)CC1CC=2CC(C(NC2CC1)=O)C (3,4,5,6,7,8-Hexahydro-6-((4-methoxyphenyl)methyl)-3-methylquinolin-2[1H]-one), FC(C(=O)O)(F)F (trifluoroacetic acid). The solvent is C(C)[SiH](CC)CC (triethylsilane). Run at time 30 minute. Product: COC1=CC=C(C=C1)CC1CC2CC(C(NC2CC1)=O)C (3,4,4a,5,6,7,8,8a-Octahydro-6-((4-methoxyphenyl)methyl)-3-methylquinolin-2[1H]-one). The yield is 79.4%. Reaction SMILES: [CH3:1][O:2][C:3]1[CH:8]=[CH:7][C:6]([CH2:9][CH:10]2[CH2:19][CH2:18][C:17]3[NH:16][C:15](=[O:20])[CH:14]([CH3:21])[CH2:13][C:12]=3[CH2:11]2)=[CH:5][CH:4]=1.FC(F)(F)C(O)=O>C([SiH](CC)CC)C>[CH3:1][O:2][C:3]1[CH:4]=[CH:5][C:6]([CH2:9][CH:10]2[CH2:19][CH2:18][CH:17]3[CH:12]([CH2:13][CH:14]([CH3:21])[C:15](=[O:20])[NH:16]3)[CH2:11]2)=[CH:7][CH:8]=1. Reported procedure: 3,4,5,6,7,8-Hexahydro-6-((4-methoxyphenyl)methyl)-3-methylquinolin-2[1H]-one (0.25 g) prepared according to Example 1, was suspended in triethylsilane (0.5 ml) and trifluoroacetic acid (0.5 ml) was added. The mixture was stirred for 30 minutes and then evaporated under reduced pressure. The residue was dissolved in chloroform and washed with saturated sodium carbonate solution and then with brine. The organic solution was dried (MgSO4) and evaporated to give the crude product (0.28 g), which was... The reactants are Br.Cl.N(C(=N)N)C=1SC=C(N1)C1=CC(=CC=C1)N (2-guanidino-4-(3-aminophenyl)-thiazole hydrochloride hydrobromide), C(C1=CC=CC=C1)(=O)NC#N (benzoylcyanamide), [OH-].[Na+] (sodium hydroxide). The solvent is CN(C=O)C (dimethylformamide), O (water), O (water). Reaction conditions: temperature 90 celsius. Yields the product N(C(=N)N)C=1SC=C(N1)C1=CC(=CC=C1)NC(=NC(C1=CC=CC=C1)=O)N (2-guanidino-4-[3-(2-benzoylguanidino)phenyl]-thiazole). As a reaction SMILES: Br.Cl.[NH:3]([C:7]1[S:8][CH:9]=[C:10]([C:12]2[CH:17]=[CH:16][CH:15]=[C:14]([NH2:18])[CH:13]=2)[N:11]=1)[C:4]([NH2:6])=[NH:5].[C:19]([NH:27][C:28]#[N:29])(=[O:26])[C:20]1[CH:25]=[CH:24][CH:23]=[CH:22][CH:21]=1.[OH-].[Na+]>CN(C)C=O.O>[NH:3]([C:7]1[S:8][CH:9]=[C:10]([C:12]2[CH:17]=[CH:16][CH:15]=[C:14]([NH:18][C:28]([NH2:29])=[N:27][C:19](=[O:26])[C:20]3[CH:25]=[CH:24][CH:23]=[CH:22][CH:21]=3)[CH:13]=2)[N:11]=1)[C:4]([NH2:6])=[NH:5] |f:0.1.2,4.5|. Procedure: A mixture of 2-guanidino-4-(3-aminophenyl)-thiazole hydrochloride hydrobromide (1.2 g.) and benzoylcyanamide (0.7 g.) in dimethylformamide (15 ml.) and water (10 ml.) was heated at 90° C. for 2 hours. The mixture was diluted with water (30 ml.) and made strongly basic with dilute sodium hydroxide solution. The mixture was extracted with ethyl acetate (2×50 ml.) and the extract evaporated to dryness to give 2-guanidino-4-[3-(2-benzoylguanidino)phenyl]-thiazole as a dark gum (0.9 g.) The reactants are O (Water), ClC1=CC(=C2C(=NNC2=C1)C=1N=C2C(=NC1)N(C=C2C=O)COCC[Si](C)(C)C)F (2-(6-Chloro-4-fluoro-1H-indazol-3-yl)-5-(2-trimethylsilanyl-ethoxymethyl)-5H-pyrrolo[2,3-b]pyrazine-7-carbaldehyde), IC (iodomethane), [H-].[Na+] (Sodium hydride). The solvent is C(C)(=O)OCC (ethyl acetate), CN(C)C=O (DMF). Reaction conditions: time 10 minute. Yields the product ClC1=CC(=C2C(=NN(C2=C1)C)C=1N=C2C(=NC1)N(C=C2C=O)COCC[Si](C)(C)C)F (2-(6-chloro-4-fluoro-1-methyl-1H-indazol-3-yl)-5-(2-trimethylsilanyl-ethoxymethyl)-5H-pyrrolo[2,3-b]pyrazine-7-carbaldehyde). Isolated yield 49.9%. As a reaction SMILES: [Cl:1][C:2]1[CH:10]=[C:9]2[C:5]([C:6]([C:11]3[N:12]=[C:13]4[C:19]([CH:20]=[O:21])=[CH:18][N:17]([CH2:22][O:23][CH2:24][CH2:25][Si:26]([CH3:29])([CH3:28])[CH3:27])[C:14]4=[N:15][CH:16]=3)=[N:7][NH:8]2)=[C:4]([F:30])[CH:3]=1.[H-].[Na+].I[CH3:34].O>CN(C=O)C.C(OCC)(=O)C>[Cl:1][C:2]1[CH:10]=[C:9]2[C:5]([C:6]([C:11]3[N:12]=[C:13]4[C:19]([CH:20]=[O:21])=[CH:18][N:17]([CH2:22][O:23][CH2:24][CH2:25][Si:26]([CH3:27])([CH3:29])[CH3:28])[C:14]4=[N:15][CH:16]=3)=[N:7][N:8]2[CH3:34])=[C:4]([F:30])[CH:3]=1 |f:1.2|. Procedure details: 2-(6-Chloro-4-fluoro-1H-indazol-3-yl)-5-(2-trimethylsilanyl-ethoxymethyl)-5H-pyrrolo[2,3-b]pyrazine-7-carbaldehyde (0.5 g, 1.12 mmol) was dissolved in DMF (5.6 ml) and cooled in an ice bath. Sodium hydride (60% dispersion, 67 mg, 1.68 mmol) was carefully added. The mixture was stirred for 10 min then iodomethane (84 ul, 1.35 mmol) was added and the reaction was warmed to room temperature and stirred for 18 h. Water and ethyl acetate were added to the reaction. The layers were separated and the a... Reactants: [Si](C1=CC=CC=C1)(C1=CC=CC=C1)(C(C)(C)C)OC[C@@H]1CC=C[C@@H]1O ((1S,5S)-5-({[tert-Butyl(diphenyl)silyl]oxy}methyl)cyclopent-2-en-1-ol), [Cr](=O)(=O)([O-])O[Cr](=O)(=O)[O-].[NH+]1=CC=CC=C1.[NH+]1=CC=CC=C1 (pyridinium dichromate). Run in C(Cl)Cl (DCM), C(Cl)Cl (DCM). Run at time 8 hour. Yields the product [Si](C1=CC=CC=C1)(C1=CC=CC=C1)(C(C)(C)C)OC[C@@H]1CC=CC1=O ((5S)-5-({[tert-Butyl(diphenyl)silyl]oxy}methyl)cyclopent-2-en-1-one). Yield: 79.0%. As a reaction SMILES: [Si:1]([O:18][CH2:19][C@H:20]1[C@@H:24]([OH:25])[CH:23]=[CH:22][CH2:21]1)([C:14]([CH3:17])([CH3:16])[CH3:15])([C:8]1[CH:13]=[CH:12][CH:11]=[CH:10][CH:9]=1)[C:2]1[CH:7]=[CH:6][CH:5]=[CH:4][CH:3]=1.[Cr](O[Cr]([O-])(=O)=O)([O-])(=O)=O.[NH+]1C=CC=CC=1.[NH+]1C=CC=CC=1>C(Cl)Cl>[Si:1]([O:18][CH2:19][C@H:20]1[C:24](=[O:25])[CH:23]=[CH:22][CH2:21]1)([C:14]([CH3:17])([CH3:15])[CH3:16])([C:8]1[CH:13]=[CH:12][CH:11]=[CH:10][CH:9]=1)[C:2]1[CH:3]=[CH:4][CH:5]=[CH:6][CH:7]=1 |f:1.2.3|. Procedure: (1S,5S)-5-({[tert-Butyl(diphenyl)silyl]oxy}methyl)cyclopent-2-en-1-ol (460. mg, 1.30 mmol) was dissolved in DCM (15.0 mL) and pyridinium dichromate (1.47 g, 3.91 mmol) was added. The mixture was stirred at rt overnight, at which point LC/MS indicated complete conversion. The mixture was diluted with DCM (15.0 mL), filtered and concentrated in vacuo. Silica gel chromatography eluting with 0 to 50% EtOAc in hexanes afforded the title compound (400. mg, 79%). LC/MS: Rt=2.42 min, ES+ 351 (AA standar... The reactants are C1(=CC=CC=C1)C1=NNC(C1C1=CC=CC=C1)=S (3,4-diphenyl-1H-pyrazole-5(4H)-thione), BrCC#N (2-bromoacetonitrile), C(=O)([O-])[O-].[K+].[K+] (K2CO3). The solvent is CN(C)C=O (DMF). Conditions: time 1 hour. The product is C1(=CC=CC=C1)C1=NNC(=C1C1=CC=CC=C1)SCC#N (2-(3,4-Diphenyl-1H-pyrazol-5-ylthio)acetonitrile). Isolated yield 65.8%. RXN SMILES: [C:1]1([C:7]2[CH:11]([C:12]3[CH:17]=[CH:16][CH:15]=[CH:14][CH:13]=3)[C:10](=[S:18])[NH:9][N:8]=2)[CH:6]=[CH:5][CH:4]=[CH:3][CH:2]=1.Br[CH2:20][C:21]#[N:22].C([O-])([O-])=O.[K+].[K+]>CN(C=O)C>[C:1]1([C:7]2[C:11]([C:12]3[CH:13]=[CH:14][CH:15]=[CH:16][CH:17]=3)=[C:10]([S:18][CH2:20][C:21]#[N:22])[NH:9][N:8]=2)[CH:2]=[CH:3][CH:4]=[CH:5][CH:6]=1 |f:2.3.4|. Procedure: To a solution of 3,4-diphenyl-1H-pyrazole-5(4H)-thione (0.5 g, 1.981 mmol) in DMF (5 mL), were added 2-bromoacetonitrile (0.238 g, 1.981 mmol) and K2CO3 (0.274 g, 1.981 mmol) at room temperature. After stirring at the same temperature for 1 h, the reaction was extracted with ethyl acetate, which was dried over MgSO4 and concentrated under reduced pressure. The residue was purified by silica gel column chromatography to give the title compound (0.38 g). LCMS m/z=292.0 [M+H]+; 1H NMR (400 MHz, DMS...